This data is from the Open Reaction Database (ORD), a public repository of structured organic reaction records. The task is: describe an organic reaction: reactants, conditions, products, and yield Reactants: O=C([O-])[O-], COC(=O)C(Br)c1ccccc1Cl, [K+], [K+], O=C1C=CCNC1, CN(C)C=O, O, O=C(O)C(F)(F)F. The product is COC(=O)C(c1ccccc1Cl)N1CC=CC(=O)C1. RXN SMILES: [C:28](=[O:29])([O-:30])[O-:31].[CH3:15][O:16][C:17]([CH:18]([c:19]1[c:20]([Cl:25])[cH:21][cH:22][cH:23][cH:24]1)[Br:26])=[O:27].[K+:32].[K+:33].[NH:1]1[CH2:2][C:3](=[O:7])[CH:4]=[CH:5][CH2:6]1.[O:34]=[CH:35][N:36]([CH3:37])[CH3:38].[OH2:39].[OH:8][C:9]([C:10]([F:11])([F:12])[F:13])=[O:14]>>[N:1]1([CH:18]([C:17]([O:16][CH3:15])=[O:27])[c:19]2[c:20]([Cl:25])[cH:21][cH:22][cH:23][cH:24]2)[CH2:2][C:3](=[O:7])[CH:4]=[CH:5][CH2:6]1. The reactants are C1(C=2C(C(N1C(CP(=O)(OCC)NC1C(N([C@H](SC1)C1=CC=CC=C1)CC(=O)OCC)=O)CC1=CC=CC=C1)=O)=CC=CC2)=O ((R)-dihydro-5-[[[2-phthalimido-3-phenylpropyl]ethoxyphosphinyl]amino]-4-oxo-2-phenyl-2H-1,3-thiazine-3(4H)-acetic acid, ethyl ester), O.NN (hydrazine hydrate). Run in O1CCOCC1 (dioxane). Run at time 24 hour. Product: C(C1=CC=CC=C1)(=O)NC(CP(=O)(OCC)NC1C(N([C@H](SC1)C1=CC=CC=C1)CC(=O)OCC)=O)CC1=CC=CC=C1 ((R)-dihydro-5-[[[2-(benzoylamino)-3-phenylpropyl]ethoxyphosphinyl]amino]-4-oxo-2-phenyl-2H-1,3-thiazine-3(4H)-acetic acid, ethyl ester). As a reaction SMILES: C1(=O)[N:5]([CH:6]([CH2:33][C:34]2[CH:39]=[CH:38][CH:37]=[CH:36][CH:35]=2)[CH2:7][P:8]([NH:13][CH:14]2[CH2:19][S:18][C@H:17]([C:20]3[CH:25]=[CH:24][CH:23]=[CH:22][CH:21]=3)[N:16]([CH2:26][C:27]([O:29][CH2:30][CH3:31])=[O:28])[C:15]2=[O:32])([O:10][CH2:11][CH3:12])=[O:9])[C:4](=[O:40])[C:3]2=[CH:41][CH:42]=[CH:43][CH:44]=[C:2]12.O.NN>O1CCOCC1>[C:4]([NH:5][CH:6]([CH2:33][C:34]1[CH:39]=[CH:38][CH:37]=[CH:36][CH:35]=1)[CH2:7][P:8]([NH:13][CH:14]1[CH2:19][S:18][C@H:17]([C:20]2[CH:21]=[CH:22][CH:23]=[CH:24][CH:25]=2)[N:16]([CH2:26][C:27]([O:29][CH2:30][CH3:31])=[O:28])[C:15]1=[O:32])([O:10][CH2:11][CH3:12])=[O:9])(=[O:40])[C:3]1[CH:41]=[CH:42][CH:43]=[CH:44][CH:2]=1 |f:1.2|. Reported procedure: A solution of (R)-dihydro-5-[[[2-phthalimido-3-phenylpropyl]ethoxyphosphinyl]amino]-4-oxo-2-phenyl-2H-1,3-thiazine-3(4H)-acetic acid, ethyl ester in dioxane is treated with hydrazine hydrate and stirred for 24 hours at room temperature. The mixture is then partitioned between ethyl acetate-water and the ethyl acetate phase was washed with water and saturated sodium chloride, dried (Na2SO4), and evaporated. The residue is taken up in dry toluene and refluxed for one hour. The mixture is filtered,... As a reaction SMILES: C1(P(C2C=CC=CC=2)C2C=CC=CC=2)C=CC=CC=1.[CH2:20]([O:27][C:28]([N:30]1[CH2:36][CH:35]([OH:37])[CH:34]([N:38]=[N+]=[N-])[CH2:33][CH2:32][CH:31]1[CH3:41])=[O:29])[C:21]1[CH:26]=[CH:25][CH:24]=[CH:23][CH:22]=1>C1COCC1.O.C1(C)C=CC=CC=1>[CH2:20]([O:27][C:28]([N:30]1[CH2:36][CH:35]([OH:37])[CH:34]([NH2:38])[CH2:33][CH2:32][CH:31]1[CH3:41])=[O:29])[C:21]1[CH:22]=[CH:23][CH:24]=[CH:25][CH:26]=1. The solvent is C1CCOC1 (THF), O (H2O), C1(=CC=CC=C1)C (toluene). Run at temperature 45 celsius. Product: C(C1=CC=CC=C1)OC(=O)N1C(CCC(C(C1)O)N)C (Racemic (2R,5S,6S)-5-Amino-6-hydroxy-2-methyl-azepane-1-carboxylic acid benzyl ester). Starting materials: C1(=CC=CC=C1)P(C1=CC=CC=C1)C1=CC=CC=C1 (Triphenylphosphine), C(C1=CC=CC=C1)OC(=O)N1C(CCC(C(C1)O)N=[N+]=[N-])C (racemic (2R,5S,6S)-5-azido-6-hydroxy-2-methyl-azepane-1-carboxylic acid benzyl ester). Reported procedure: Triphenylphosphine (1.94 g, 7.4 mmol) was added to a solution of racemic (2R,5S,6S)-5-azido-6-hydroxy-2-methyl-azepane-1-carboxylic acid benzyl ester (1.5 g, 4.93 mmol) in THF (185 ml) and H2O (0.7 ml), then was heated to 45 degrees C. overnight. The reaction mixture was then diluted with toluene (100 ml×2) and was azeotroped in vacuo by rotary evaporation twice. The resxulting oil was dissolved in MeOH and HCl in Et2O and the resulting salt was collected following filtration and was used in the...